From a dataset of the Open Reaction Database (ORD), a public repository of structured organic reaction records. describe an organic reaction: reactants, conditions, products, and yield Reactants: O=C([O-])[O-], COC(=O)NC(C(=O)N1CCCC1c1nc(-c2ccc(-c3ccc(-c4c[nH]c(C5CC6(CNC6)CN5C(=O)C(NC(=O)OC)C(C)C)n4)cc3)cc2)c[nH]1)C(C)C, CN=C=O, ClCCl, [K+], [K+]. The product is CNC(=O)N1CC2(CC(c3nc(-c4ccc(-c5ccc(-c6c[nH]c(C7CCCN7C(=O)C(NC(=O)OC)C(C)C)n6)cc5)cc4)c[nH]3)N(C(=O)C(NC(=O)OC)C(C)C)C2)C1. RXN SMILES: [C:62](=[O:63])([O-:64])[O-:65].[CH3:1][CH:2]([CH:3]([C:4](=[O:5])[N:6]1[CH:7]([c:11]2[nH:12][cH:13][c:14](-[c:16]3[cH:17][cH:18][c:19](-[c:22]4[cH:23][cH:24][c:25](-[c:28]5[n:29][c:30]([CH:33]6[N:34]([C:41]([CH:42]([CH:43]([CH3:44])[CH3:45])[NH:46][C:47](=[O:48])[O:49][CH3:50])=[O:51])[CH2:35][C:36]7([CH2:37][NH:38][CH2:39]7)[CH2:40]6)[nH:31][cH:32]5)[cH:26][cH:27]4)[cH:20][cH:21]3)[n:15]2)[CH2:8][CH2:9][CH2:10]1)[NH:52][C:53]([O:54][CH3:55])=[O:56])[CH3:57].[CH3:58][N:59]=[C:60]=[O:61].[Cl:68][CH2:69][Cl:70].[K+:66].[K+:67]>>[CH3:1][CH:2]([CH:3]([C:4](=[O:5])[N:6]1[CH:7]([c:11]2[nH:12][cH:13][c:14](-[c:16]3[cH:17][cH:18][c:19](-[c:22]4[cH:23][cH:24][c:25](-[c:28]5[n:29][c:30]([CH:33]6[N:34]([C:41]([CH:42]([CH:43]([CH3:44])[CH3:45])[NH:46][C:47](=[O:48])[O:49][CH3:50])=[O:51])[CH2:35][C:36]7([CH2:37][N:38]([C:60]([NH:59][CH3:58])=[O:61])[CH2:39]7)[CH2:40]6)[nH:31][cH:32]5)[cH:26][cH:27]4)[cH:20][cH:21]3)[n:15]2)[CH2:8][CH2:9][CH2:10]1)[NH:52][C:53]([O:54][CH3:55])=[O:56])[CH3:57]. Starting materials: N1CCCC2=CC=CC=C12 (1,2,3,4-tetrahydroquinoline), C([O-])([O-])=O.[K+].[K+] (potassium carbonate), C(C1=CC=CC=C1)(=O)NC1=CC=C(C(=O)Cl)C=C1 (4-benzoylaminobenzoyl chloride). Solvent: CC(=O)C (acetone), O (water), O (Water). Run at time 8 hour. Product: C(C1=CC=CC=C1)(=O)NC1=CC=C(C(=O)N2CCCC3=CC=CC=C23)C=C1 (1-[4-(benzoylamino)benzoyl]-1,2,3,4-tetrahydroquinoline). Isolated yield 74.2%. RXN SMILES: [NH:1]1[C:10]2[C:5](=[CH:6][CH:7]=[CH:8][CH:9]=2)[CH2:4][CH2:3][CH2:2]1.C(=O)([O-])[O-].[K+].[K+].[C:17]([NH:25][C:26]1[CH:34]=[CH:33][C:29]([C:30](Cl)=[O:31])=[CH:28][CH:27]=1)(=[O:24])[C:18]1[CH:23]=[CH:22][CH:21]=[CH:20][CH:19]=1>CC(C)=O.O>[C:17]([NH:25][C:26]1[CH:27]=[CH:28][C:29]([C:30]([N:1]2[C:10]3[C:5](=[CH:6][CH:7]=[CH:8][CH:9]=3)[CH2:4][CH2:3][CH2:2]2)=[O:31])=[CH:33][CH:34]=1)(=[O:24])[C:18]1[CH:19]=[CH:20][CH:21]=[CH:22][CH:23]=1 |f:1.2.3|. Procedure details: To a solution of 1,2,3,4-tetrahydroquinoline (28.7 g) in acetone (400 ml) and water (200 ml) is added potassium carbonate (38.8 g) and further thereto is added 4-benzoylaminobenzoyl chloride (56 g) under ice-cooling. The mixture is stirred at room temperature overnight. Water is added to the reaction mixture, and the mixture is extracted with dichloromethane. The extract is dried over magnesium sulfate, and the solvent is distilled off under reduced pressure. The resulting residue is purified by...